Dataset: the Open Reaction Database (ORD), a public repository of structured organic reaction records. Task: describe an organic reaction: reactants, conditions, products, and yield Procedure details: To 100 ml of ethanol are added 10 g of 6-aminonicotinamide, 11 g of 40% chloroacetaldehyde and 12.5 g of sodium hydrogen carbonate and the mixture is heated under reflux for 4 hours. Ethanol is evaporated off and 100 ml of water is added to the residue. The mixture is adjusted to pH 10 by adding 10% aqueous sodium hydroxide solution and then extracted four times with 50 ml portions of a mixture solvent of tetrahydrofuran-ethyl acetate (1:1). The extracts are combined, dried over anhydrous sodium... Solvent: C(C)O (ethanol). Yield: 29.8%. Yields the product C(N)(=O)C=1C=CC=2N(C1)C=CN2 (6-Carbamoylimidazo[1,2-a]pyridine). Starting materials: NC1=NC=C(C(=O)N)C=C1 (6-aminonicotinamide), ClCC=O (chloroacetaldehyde), C(O)([O-])=O.[Na+] (sodium hydrogen carbonate). As a reaction SMILES: [NH2:1][C:2]1[CH:10]=[CH:9][C:5]([C:6]([NH2:8])=[O:7])=[CH:4][N:3]=1.Cl[CH2:12][CH:13]=O.C(=O)([O-])O.[Na+]>C(O)C>[C:6]([C:5]1[CH:9]=[CH:10][C:2]2[N:3]([CH:12]=[CH:13][N:1]=2)[CH:4]=1)(=[O:7])[NH2:8] |f:2.3|. The reactants are C(C)OCCCOC1=CC=C(C=C1)C=1C=CC2=C(C=C(CCN2C=O)C(=O)O)C1 (7-[4-(3-ethoxypropoxy)phenyl]-1-formyl-2,3-dihydro-1H-1-benzazepine-4-carboxylic acid), CN(C)C=O (DMF), S(=O)(Cl)Cl (thionyl chloride). Reaction conditions: time 8 hour. Product: C(C)OCCCOC1=CC=C(C=C1)C=1C=CC2=C(C=C(CCN2C=O)C(=O)NC2=CC=C(C=C2)CN(C2CCOCC2)C)C1 (7-[4-(3-ethoxypropoxy)phenyl]-1-formyl-N-[4-[[N-methyl-N-(tetrahydro-2H-pyran-4-yl)amino]methyl]phenyl]-2,3-dihydro-1H-1-benzazepine-4-carboxamide). As a reaction SMILES: [CH2:1]([O:3][CH2:4][CH2:5][CH2:6][O:7][C:8]1[CH:13]=[CH:12][C:11]([C:14]2[CH:15]=[CH:16][C:17]3[N:23]([CH:24]=[O:25])[CH2:22][CH2:21][C:20]([C:26]([OH:28])=O)=[CH:19][C:18]=3[CH:29]=2)=[CH:10][CH:9]=1)[CH3:2].S(Cl)(Cl)=O.[CH3:34][N:35]([CH:37]=O)[CH3:36]>>[CH2:1]([O:3][CH2:4][CH2:5][CH2:6][O:7][C:8]1[CH:9]=[CH:10][C:11]([C:14]2[CH:15]=[CH:16][C:17]3[N:23]([CH:24]=[O:25])[CH2:22][CH2:21][C:20]([C:26]([NH:23][C:17]4[CH:18]=[CH:29][C:14]([CH2:37][N:35]([CH3:34])[CH:36]5[CH2:5][CH2:4][O:3][CH2:1][CH2:2]5)=[CH:15][CH:16]=4)=[O:28])=[CH:19][C:18]=3[CH:29]=2)=[CH:12][CH:13]=1)[CH3:2]. Procedure details: In DMF (5 ml) was dissolved 7-[4-(3-ethoxypropoxy)phenyl]-1-formyl-2,3-dihydro-1H-1-benzazepine-4-carboxylic acid (0.25 g). To the solution was added, under ice-cooling, thionyl chloride (0.12 ml), and the mixture was stirred at room temperature for 30 minutes. Under reduced pressure, the solvent was evaporated, and the residue was suspended in THF (15 ml). The suspension was added dropwise to a solution of 4-[N-methyl-N-(tetrahydro-2H-pyran-4-yl)aminomethyl]aniline (0.16 g) and triethylamine (0... Reactants: C(#N)C1=CC=C(C(=O)C(C(=O)OCC)C2C3=CC=CC=C3SC=3C=CC=CC23)C=C1 (ethyl 2-(4-cyanobenzoyl)-2-(9H-thioxanthen-9-yl)acetate), C(C)OCC (diethyl ether), Example 1 ( iv ). Run in CS(=O)C (dimethylsulphoxide), O (water). Product: C1=CC=CC=2SC3=CC=CC=C3C(C12)CC(=O)C1=CC=C(C#N)C=C1 (4-[2-(9H-thioxanthen-9-yl)acetyl]benzonitrile). Reaction SMILES: [C:1]([C:3]1[CH:30]=[CH:29][C:6]([C:7]([CH:9]([CH:15]2[C:28]3[CH:27]=[CH:26][CH:25]=[CH:24][C:23]=3[S:22][C:21]3[C:16]2=[CH:17][CH:18]=[CH:19][CH:20]=3)C(OCC)=O)=[O:8])=[CH:5][CH:4]=1)#[N:2].C(OCC)C>CS(C)=O.O>[CH:27]1[C:28]2[CH:15]([CH2:9][C:7]([C:6]3[CH:5]=[CH:4][C:3]([C:1]#[N:2])=[CH:30][CH:29]=3)=[O:8])[C:16]3[C:21](=[CH:20][CH:19]=[CH:18][CH:17]=3)[S:22][C:23]=2[CH:24]=[CH:25][CH:26]=1. Procedure details: A solution of ethyl 2-(4-cyanobenzoyl)-2-(9H-thioxanthen-9-yl)acetate (5 g, 12.0 mmol) in dimethylsulphoxide (50 ml) and water (0.45 ml) was reacted as described in Example 1 (iv) and the product was isolated in a similar manner except the extraction used diethyl ether to give 4-[2-(9H-thioxanthen-9-yl)acetyl]benzonitrile as a yellow oil which solidified on standing. As a reaction SMILES: [CH2:8]([CH3:9])[O:10][C:11](=[O:12])[NH:13][c:14]1[cH:15][c:16]2[c:17]([n:18][c:19]([SH:21])[s:20]2)[cH:22][cH:23]1.[Cl:3][O-:4].[K+:29].[Mn:24]([O-:25])(=[O:26])(=[O:27])=[O:28].[NH4+:1].[Na+:5].[Na+:7].[OH-:2].[OH-:6].[OH2:30]>>[NH2:1][S:21](=[O:2])(=[O:4])[c:19]1[n:18][c:17]2[c:16]([cH:15][c:14]([NH:13][C:11]([O:10][CH2:8][CH3:9])=[O:12])[cH:23][cH:22]2)[s:20]1. Starting materials: CCOC(=O)Nc1ccc2nc(S)sc2c1, [O-]Cl, [K+], O=[Mn](=O)(=O)[O-], [NH4+], [Na+], [Na+], [OH-], [OH-], O. The product is CCOC(=O)Nc1ccc2nc(S(N)(=O)=O)sc2c1. Reaction SMILES: [Cl:1][C:2]1[CH:26]=[CH:25][C:5]([C:6]([NH:8][CH:9]([CH2:14][CH:15]2[C:23]3[C:18](=[CH:19][CH:20]=[CH:21][CH:22]=3)[NH:17][C:16]2=[O:24])[C:10]([O:12][CH3:13])=[O:11])=[O:7])=[CH:4][CH:3]=1.[C:27](=O)([O-])[O-].[Na+].[Na+].CI>CC(C)=O.O>[Cl:1][C:2]1[CH:3]=[CH:4][C:5]([C:6]([NH:8][CH:9]([CH2:14][C:15]2([CH3:27])[C:23]3[C:18](=[CH:19][CH:20]=[CH:21][CH:22]=3)[NH:17][C:16]2=[O:24])[C:10]([O:12][CH3:13])=[O:11])=[O:7])=[CH:25][CH:26]=1 |f:1.2.3|. The reactants are ClC1=CC=C(C(=O)NC(C(=O)OC)CC2C(NC3=CC=CC=C23)=O)C=C1 (methyl 2-(4-chlorobenzoylamino)-3-(oxindol-3-yl)propionate), C([O-])([O-])=O.[Na+].[Na+] (sodium carbonate), CI (methyl iodide). The product is ClC1=CC=C(C(=O)NC(C(=O)OC)CC2(C(NC3=CC=CC=C23)=O)C)C=C1 (methyl 2-(4-chlorobenzoylamino)-3-(3-methyloxindol-3-yl)propionate). Run in CC(=O)C (acetone), O (water). Procedure details: 2.4 Grams of methyl 2-(4-chlorobenzoylamino)-3-(oxindol-3-yl)propionate prepared in Example 57 was dissolved in 30 ml of acetone and 10 ml of water, then 0.34 g of sodium carbonate and 1 g of methyl iodide were added thereto and the reaction mixture was refluxed for 6 hours. Acetone was removed by evaporation, and the residue was extracted with chloroform, the chloroform layer was washed with water, dried with anhydrous magnesium sulfate, then the solvent was removed by evaporation. The residue ... Starting materials: O[C@@H]1[C@@H]2[C@]3(CCC(C=C3CC[C@H]2[C@@H]2CC[C@](C(COC(=O)C=3C=NC=CC3)=O)([C@]2(C1)C)O)=O)C (11β,17-Dihydroxy-21-[(3-pyridinylcarbonyl)oxy]pregn-4-ene-3,20-dione), CI (methyl iodide). Run in CC(=O)C (acetone). Conditions: time 8 hour. Yields the product [I-].C[N+]1=CC(=CC=C1)C(=O)OCC([C@]1(CC[C@H]2[C@@H]3CCC4=CC(CC[C@]4(C)[C@H]3[C@H](C[C@]12C)O)=O)O)=O (1-Methyl-3-{[(11β,17-dihydroxypregn-4-ene-3,20-dion-21-yl)oxy]carbonyl}pyridinium iodide). Isolated yield 98.0%. Reaction SMILES: [OH:1][C@H:2]1[CH2:30][C@@:29]2([CH3:31])[C@@H:13]([CH2:14][CH2:15][C@:16]2([OH:32])[C:17](=[O:28])[CH2:18][O:19][C:20]([C:22]2[CH:23]=[N:24][CH:25]=[CH:26][CH:27]=2)=[O:21])[C@H:12]2[C@H:3]1[C@:4]1([CH3:34])[C:9]([CH2:10][CH2:11]2)=[CH:8][C:7](=[O:33])[CH2:6][CH2:5]1.[CH3:35][I:36]>CC(C)=O>[I-:36].[CH3:35][N+:24]1[CH:25]=[CH:26][CH:27]=[C:22]([C:20]([O:19][CH2:18][C:17](=[O:28])[C@:16]2([OH:32])[C@:29]3([CH3:31])[C@H:13]([C@H:12]4[C@H:3]([C@@H:2]([OH:1])[CH2:30]3)[C@:4]3([CH3:34])[C:9](=[CH:8][C:7](=[O:33])[CH2:6][CH2:5]3)[CH2:10][CH2:11]4)[CH2:14][CH2:15]2)=[O:21])[CH:23]=1 |f:3.4|. Reported procedure: The product of Example 119 (1 g, 2.1 mmol) was dissolved in 50 mL of acetone and 4 mL of methyl iodide were added. The solution was stirred at the reflux temperature overnight. Removal of the solvent gave the title compound as a yellow powder in 98% yield. Elemental analysis confirmed that the product had the formula: ##STR148##